Dataset: the Open Reaction Database (ORD), a public repository of structured organic reaction records. Task: describe an organic reaction: reactants, conditions, products, and yield Starting materials: CCCCCCCCCCCCCCCCNc1ccc(C(=O)Cl)cc1, CC(C)=O, CC(C)(O)C#N, Cl, c1ccncc1. Yields the product CCCCCCCCCCCCCCCCNc1ccc(C(=O)OC(C)(C)C#N)cc1. Reaction SMILES: [CH2:2]([CH2:3][CH2:4][CH2:5][CH2:6][CH2:7][CH2:8][CH2:9][CH2:10][CH2:11][CH2:12][CH2:13][CH2:14][CH2:15][CH2:16][CH3:17])[NH:18][c:19]1[cH:20][cH:21][c:22]([C:23](=[O:24])[Cl:25])[cH:26][cH:27]1.[CH3:28][C:29](=[O:30])[CH3:31].[CH3:32][C:33]([C:34]#[N:35])([OH:36])[CH3:37].[ClH:1].[cH:38]1[cH:39][cH:40][n:41][cH:42][cH:43]1>>[CH2:2]([CH2:3][CH2:4][CH2:5][CH2:6][CH2:7][CH2:8][CH2:9][CH2:10][CH2:11][CH2:12][CH2:13][CH2:14][CH2:15][CH2:16][CH3:17])[NH:18][c:19]1[cH:20][cH:21][c:22]([C:23](=[O:24])[O:36][C:33]([CH3:32])([C:34]#[N:35])[CH3:37])[cH:26][cH:27]1. The reactants are BrC1=C(C=CC(=C1)F)C (2-bromo-4-fluorotoluene), BrC=1C=C(C=CC1F)C (3-bromo-4-fluorotoluene). Yields the product BrC=1C(=C(C=CC1F)C)Br (dibromo-4-fluorotoluene). The yield is 9.0%. Reaction SMILES: [Br:1][C:2]1[CH:7]=[C:6]([F:8])[CH:5]=[CH:4][C:3]=1[CH3:9].[Br:10]C1C=C(C)C=CC=1F>>[Br:10][C:7]1[C:2]([Br:1])=[C:3]([CH3:9])[CH:4]=[CH:5][C:6]=1[F:8]. Procedure: 11 g of iron powder were added to a solution of 110 g (1 mole) of 4-fluorotoluene in 165 ml of carbon tetrachloride. 160 g (1 mole) of bromine were added dropwise to this mixture at room temperature, the mixture was subsequently stirred for 24 hours, the solvent was distilled off under normal pressure and the residue was fractionated under normal pressure over a 10 cm Vigreux column. 26.4 g of unreacted 4-fluorotoluene were obtained as the first fraction at a boiling point of 114° to 117° C., an... Starting materials: CC(C)(C)OC(=O)N1CCC(=O)CC1, ClC(Cl)Cl, O=C1NNC(c2ccncc2)C1c1ccc(Cl)cc1. The product is CC(C)(C)OC(=O)N1CCC(N2NC(=O)C(c3ccc(Cl)cc3)C2c2ccncc2)CC1. RXN SMILES: [C:20]([CH3:21])([CH3:22])([CH3:23])[O:24][C:25](=[O:26])[N:27]1[CH2:28][CH2:29][C:30](=[O:33])[CH2:31][CH2:32]1.[CH:34]([Cl:35])([Cl:36])[Cl:37].[Cl:1][c:2]1[cH:3][cH:4][c:5]([CH:8]2[C:9](=[O:19])[NH:10][NH:11][CH:12]2[c:13]2[cH:14][cH:15][n:16][cH:17][cH:18]2)[cH:6][cH:7]1>>[Cl:1][c:2]1[cH:3][cH:4][c:5]([CH:8]2[C:9](=[O:19])[NH:10][N:11]([CH:30]3[CH2:29][CH2:28][N:27]([C:25]([O:24][C:20]([CH3:21])([CH3:22])[CH3:23])=[O:26])[CH2:32][CH2:31]3)[CH:12]2[c:13]2[cH:14][cH:15][n:16][cH:17][cH:18]2)[cH:6][cH:7]1. Reactants: CC(C)(C)OC(=O)NC(Cc1ccc(OCc2ccccc2)c(OCc2ccccc2)c1)C(=O)OCc1ccccc1, CO, Cl, [Na+], [OH-], O. Product: CC(C)(C)OC(=O)NC(Cc1ccc(OCc2ccccc2)c(OCc2ccccc2)c1)C(=O)O. As a reaction SMILES: [CH2:1]([c:2]1[cH:3][cH:4][cH:5][cH:6][cH:7]1)[O:8][C:9]([CH:10]([NH:11][C:12](=[O:13])[O:14][C:15]([CH3:16])([CH3:17])[CH3:18])[CH2:19][c:20]1[cH:21][c:22]([O:34][CH2:35][c:36]2[cH:37][cH:38][cH:39][cH:40][cH:41]2)[c:23]([O:26][CH2:27][c:28]2[cH:29][cH:30][cH:31][cH:32][cH:33]2)[cH:24][cH:25]1)=[O:42].[CH3:47][OH:48].[ClH:46].[Na+:44].[OH-:43].[OH2:45]>>[O:8]=[C:9]([CH:10]([NH:11][C:12](=[O:13])[O:14][C:15]([CH3:16])([CH3:17])[CH3:18])[CH2:19][c:20]1[cH:21][c:22]([O:34][CH2:35][c:36]2[cH:37][cH:38][cH:39][cH:40][cH:41]2)[c:23]([O:26][CH2:27][c:28]2[cH:29][cH:30][cH:31][cH:32][cH:33]2)[cH:24][cH:25]1)[OH:42]. The reactants are CO, CCc1ccc(C2OC(COC(=O)C(NC(=O)OC(C)(C)C)C(C)C)C(O)C(O)C2O)cc1Cc1ccc2c(c1)OCCO2. Yields the product CCc1ccc(C2OC(COC(=O)C(N)C(C)C)C(O)C(O)C2O)cc1Cc1ccc2c(c1)OCCO2. As a reaction SMILES: [CH3:45][OH:46].[O:1]1[CH2:2][CH2:3][O:4][c:5]2[c:6]1[cH:7][cH:8][c:9]([CH2:11][c:12]1[cH:13][c:14]([CH:20]3[CH:21]([OH:44])[CH:22]([OH:43])[CH:23]([OH:42])[CH:24]([CH2:26][O:27][C:28]([CH:29]([CH:30]([CH3:31])[CH3:32])[NH:33][C:34]([O:35][C:36]([CH3:37])([CH3:38])[CH3:39])=[O:40])=[O:41])[O:25]3)[cH:15][cH:16][c:17]1[CH2:18][CH3:19])[cH:10]2>>[O:1]1[CH2:2][CH2:3][O:4][c:5]2[c:6]1[cH:7][cH:8][c:9]([CH2:11][c:12]1[cH:13][c:14]([CH:20]3[CH:21]([OH:44])[CH:22]([OH:43])[CH:23]([OH:42])[CH:24]([CH2:26][O:27][C:28]([CH:29]([CH:30]([CH3:31])[CH3:32])[NH2:33])=[O:41])[O:25]3)[cH:15][cH:16][c:17]1[CH2:18][CH3:19])[cH:10]2. The reactants are [H-].C(C(C)C)[Al+]CC(C)C (diisobutylaluminum hydride), N1=CC(=CC2=CC=CC=C12)/C=C/C(=O)OCC (ethyl (E)-3-(3-quinolinyl)acrylate). The solvent is C1(=CC=CC=C1)C (toluene), C(Cl)Cl (CH2Cl2). Run at temperature -78 celsius, time 30 minute. Yields the product N1=CC(=CC2=CC=CC=C12)/C=C/CO ((E)-3-(3-quinolinyl)-2-propen-1-ol). The yield is 54.7%. RXN SMILES: [H-].C([Al+]CC(C)C)C(C)C.[N:11]1[C:20]2[C:15](=[CH:16][CH:17]=[CH:18][CH:19]=2)[CH:14]=[C:13](/[CH:21]=[CH:22]/[C:23](OCC)=[O:24])[CH:12]=1>C1(C)C=CC=CC=1.C(Cl)Cl>[N:11]1[C:20]2[C:15](=[CH:16][CH:17]=[CH:18][CH:19]=2)[CH:14]=[C:13](/[CH:21]=[CH:22]/[CH2:23][OH:24])[CH:12]=1 |f:0.1|. Procedure details: A solution of diisobutylaluminum hydride in toluene (1.0M, 31 ml) was added dropwise to a solution of ethyl (E)-3-(3-quinolinyl)acrylate (2.94 g) in CH2Cl2 (50 ml) at −78° C. and the mixture was stirred at −78° C. for 30 minutes. The reaction mixture was washed with saturated aqueous solution of sodium potassium tartrate and brine, dried and concentrated. The residue was crystallized from CH2Cl2-ethyl acetate to give the titled compound (1.31 g) as a colorless solid.